This data is from the Open Reaction Database (ORD), a public repository of structured organic reaction records. The task is: describe an organic reaction: reactants, conditions, products, and yield The reactants are CSC=1SC(=CC1)C=O (2-methylmercaptothiophen-5-carboxaldehyde), S1C=C(C=C1)S(=O)(=O)CC#N (thien-3-ylsulfonylacetonitrile). Yields the product CSC=1SC(=CC1)/C=C(\C#N)/S(=O)(=O)C1=CSC=C1 ((E)-3-(2-methylmercaptothien-5-yl)-2-(thien-3-ylsulfonyl)acrylonitrile). RXN SMILES: [CH3:1][S:2][C:3]1[S:4][C:5]([CH:8]=O)=[CH:6][CH:7]=1.[S:10]1[CH:14]=[CH:13][C:12]([S:15]([CH2:18][C:19]#[N:20])(=[O:17])=[O:16])=[CH:11]1>>[CH3:1][S:2][C:3]1[S:4][C:5](/[CH:8]=[C:18](/[S:15]([C:12]2[CH:13]=[CH:14][S:10][CH:11]=2)(=[O:17])=[O:16])\[C:19]#[N:20])=[CH:6][CH:7]=1. Procedure details: Reaction of 2-methylmercaptothiophen-5-carboxaldehyde and thien-3-ylsulfonylacetonitrile as in Example 1 gave (E)-3-(2-methylmercaptothien-5-yl)-2-(thien-3-ylsulfonyl)acrylonitrile RXN SMILES: [CH3:1][N:2]1[CH2:7][CH2:6][N:5]([CH2:8][C:9]2[CH:14]=[CH:13][C:12]([NH:15][C:16]3[N:21]=[C:20]([C:22]4[C:23]([C:27]5[CH:32]=[CH:31][C:30]([CH3:33])=[CH:29][CH:28]=5)=[N:24][NH:25][CH:26]=4)[CH:19]=[CH:18][N:17]=3)=[CH:11][CH:10]=2)[CH2:4][CH2:3]1.[CH3:34]O>>[CH3:1][N:2]1[CH2:7][CH2:6][N:5]([CH2:8][C:9]2[CH:10]=[CH:11][C:12]([NH:15][C:16]3[N:21]=[C:20]([C:22]4[CH:26]=[N:25][N:24]([CH3:34])[C:23]=4[C:27]4[CH:32]=[CH:31][C:30]([CH3:33])=[CH:29][CH:28]=4)[CH:19]=[CH:18][N:17]=3)=[CH:13][CH:14]=2)[CH2:4][CH2:3]1. Reactants: CN1CCN(CC1)CC1=CC=C(C=C1)NC1=NC=CC(=N1)C=1C(=NNC1)C1=CC=C(C=C1)C ([4-(4-Methyl-piperazin-1-ylmethyl)-phenyl]-[4-(3-p-tolyl-1H-pyrazol-4-yl)-pyrimidin-2-yl]-amine), CO (methanol). Product: CN1CCN(CC1)CC1=CC=C(C=C1)NC1=NC=CC(=N1)C=1C=NN(C1C1=CC=C(C=C1)C)C ([4-(4-Methyl-piperazin-1-ylmethyl)-phenyl]-[4(1-methyl-5-p-tolyl-1H-pyrazol-4-yl)-pyrimidin-2-yl]-amine). Procedure: The title compound is prepared as described in Example 54 starting from [4-(4-methyl-piperazin-1-ylmethyl)-phenyl]-[4-(3-p-tolyl-1H-pyrazol-4-yl)-pyrimidin-2-yl]-amine (Example 60) and methanol. The reactants are BrC1=NN(C(=C1[N+](=O)[O-])Br)CCCN1N=C(C(=C1Br)[N+](=O)[O-])Br (1,3-bis-(3,5-dibromo-4-nitro-pyrazol-1-yl)propane), C(C1=CC=CC=C1)N (benzylamine), O (water). Run in C(CC)O (n-propanol). The product is C(C1=CC=CC=C1)NC1=C(C(=NN1CCCN1N=C(C(=C1NCC1=CC=CC=C1)[N+](=O)[O-])Br)Br)[N+](=O)[O-] (1,3-bis-(5-benzylamino-3-bromo-4-nitropyrazol-1-yl)-propane). RXN SMILES: [Br:1][C:2]1[C:6]([N+:7]([O-:9])=[O:8])=[C:5](Br)[N:4]([CH2:11][CH2:12][CH2:13][N:14]2[C:18](Br)=[C:17]([N+:20]([O-:22])=[O:21])[C:16]([Br:23])=[N:15]2)[N:3]=1.[CH2:24]([NH2:31])[C:25]1[CH:30]=[CH:29][CH:28]=[CH:27][CH:26]=1.O>C(O)CC>[CH2:24]([NH:31][C:18]1[N:14]([CH2:13][CH2:12][CH2:11][N:4]2[C:5]([NH:31][CH2:24][C:25]3[CH:30]=[CH:29][CH:28]=[CH:27][CH:26]=3)=[C:6]([N+:7]([O-:9])=[O:8])[C:2]([Br:1])=[N:3]2)[N:15]=[C:16]([Br:23])[C:17]=1[N+:20]([O-:22])=[O:21])[C:25]1[CH:30]=[CH:29][CH:28]=[CH:27][CH:26]=1. Procedure details: 11.6 g of 1,3-bis-(3,5-dibromo-4-nitropyrazol-1-yl)propane from step 5.1 are heated together with 6.5 g of benzylamine in 180 ml of n-propanol for 1 hour at 100° C. Subsequently the reaction mixture is cooled and poured into 1000 ml water. The precipitate is filtered with suction, washed with water and dried in vacuum at 60° C.